From a dataset of the Open Reaction Database (ORD), a public repository of structured organic reaction records. describe an organic reaction: reactants, conditions, products, and yield The reactants are BrC=1C=CC=2N3C4=C(C=C(C=C4C2C1)O)C(C(=C3)CC=3C=NC=CC3)=O (10-bromo-2-hydroxy-5-(3-pyridylmethyl)-4H-pyrido[3,2,1-jk]carbazole-4-one), ice water, C([O-])([O-])=O.[K+].[K+] (potassium carbonate), BrCC(=O)OC(C)C (i-propyl bromoacetate). Run in CS(=O)C (dimethyl sulfoxide). Conditions: time 30 minute. Product: BrC=1C=CC=2N3C4=C(C=C(C=C4C2C1)OCC(=O)OC(C)C)C(C(=C3)CC=3C=NC=CC3)=O (10-bromo-2-i-propoxycarbonylmethyloxy-5-(3-pyridylmethyl)-4H-pyrido[3,2,1-jk]carbazole-4-one). The yield is 59.0%. As a reaction SMILES: [Br:1][C:2]1[CH:3]=[CH:4][C:5]2[N:6]3[CH:18]=[C:17]([CH2:19][C:20]4[CH:21]=[N:22][CH:23]=[CH:24][CH:25]=4)[C:16](=[O:26])[C:8]4[CH:9]=[C:10]([OH:15])[CH:11]=[C:12]([C:13]=2[CH:14]=1)[C:7]3=4.C(=O)([O-])[O-].[K+].[K+].Br[CH2:34][C:35]([O:37][CH:38]([CH3:40])[CH3:39])=[O:36]>CS(C)=O>[Br:1][C:2]1[CH:3]=[CH:4][C:5]2[N:6]3[CH:18]=[C:17]([CH2:19][C:20]4[CH:21]=[N:22][CH:23]=[CH:24][CH:25]=4)[C:16](=[O:26])[C:8]4[CH:9]=[C:10]([O:15][CH2:34][C:35]([O:37][CH:38]([CH3:40])[CH3:39])=[O:36])[CH:11]=[C:12]([C:13]=2[CH:14]=1)[C:7]3=4 |f:1.2.3|. Procedure details: 10-bromo-2-hydroxy-5-(3-pyridylmethyl)-4H-pyrido[3,2,1-jk]carbazole-4-one (3.6 g) obtained in Example 2 was suspended in dimethyl sulfoxide (200 ml), and to the suspension was added potassium carbonate (2.5 g), and the mixture was stirred at room temperature for 30 minutes. i-propyl bromoacetate (1.4 ml) was added, and the mixture was stirred at room temperature for 12 hours. The reaction mixture was poured into ice water (300 ml) and extracted with ethyl acetate. The ethyl acetate layer was was... Run in CN(C=O)C (N,N-dimethylformamide). Procedure details: A suspension of 0.4 g (1.88 mmol) of 7-(pyrimidin-4-yl)-1H-imidazo[1,2-a]pyrimidin-5-one in 10 ml of anhydrous N,N-dimethylformamide was treated with 337 mg (2.44 mmol) of potassium carbonate and the resulting mixture was heated at 70° C. for 30 min. 605 mg (2.44 mmol) of methanesulfonic acid 2-(4-fluoro-2-methoxy-phenyl)-ethyl ester was added and the reaction mixture was heated at 80° C. during 16 h. Reaction conditions: temperature 70 celsius. The reactants are C([O-])([O-])=O.[K+].[K+] (potassium carbonate), N1=CN=C(C=C1)C=1N=C2N(C(C1)=O)C=CN2 (7-(pyrimidin-4-yl)-1H-imidazo[1,2-a]pyrimidin-5-one), FC1=CC(=C(C=C1)CCOS(=O)(=O)C)OC (methanesulfonic acid 2-(4-fluoro-2-methoxy-phenyl)-ethyl ester). Product: FC1=CC(=C(C=C1)CCN1C=CN2C1=NC(=CC2=O)C2=NC=NC=C2)OC (1-[2-(4-Fluoro-2-methoxy-phenyl)-ethyl]-7-(pyrimidin-4-yl)-1H-imidazo[1,2-a]pyrimidin-5-one). Reaction SMILES: [N:1]1[CH:6]=[CH:5][C:4]([C:7]2[N:8]=[C:9]3[NH:16][CH:15]=[CH:14][N:10]3[C:11](=[O:13])[CH:12]=2)=[N:3][CH:2]=1.C(=O)([O-])[O-].[K+].[K+].[F:23][C:24]1[CH:29]=[CH:28][C:27]([CH2:30][CH2:31]OS(C)(=O)=O)=[C:26]([O:37][CH3:38])[CH:25]=1>CN(C)C=O>[F:23][C:24]1[CH:29]=[CH:28][C:27]([CH2:30][CH2:31][N:16]2[C:9]3=[N:8][C:7]([C:4]4[CH:5]=[CH:6][N:1]=[CH:2][N:3]=4)=[CH:12][C:11](=[O:13])[N:10]3[CH:14]=[CH:15]2)=[C:26]([O:37][CH3:38])[CH:25]=1 |f:1.2.3|. As a reaction SMILES: [CH3:1][O:2][C:3]1[CH:8]=[CH:7][CH:6]=[CH:5][C:4]=1[CH2:9][CH2:10][CH2:11][CH2:12][C:13]1[CH:23]=[CH:22][CH:21]=[CH:20][C:14]=1[O:15][CH2:16][CH:17]1[CH2:19][O:18]1.[CH3:24][NH:25][CH3:26]>O1CCCC1>[CH3:24][N:25]([CH3:26])[CH2:19][CH:17]([OH:18])[CH2:16][O:15][C:14]1[CH:20]=[CH:21][CH:22]=[CH:23][C:13]=1[CH2:12][CH2:11][CH2:10][CH2:9][C:4]1[CH:5]=[CH:6][CH:7]=[CH:8][C:3]=1[O:2][CH3:1]. Yields the product CN(CC(COC1=C(C=CC=C1)CCCCC1=C(C=CC=C1)OC)O)C (3-Dimethylamino-1-{2-[4-(2-methoxyphenyl)butyl]phenoxy}-2-propanol). Isolated yield 84.0%. Procedure details: Following a procedure similar to that described in Example 1(b), a solution of 260 mg of 2-{2-[4-(2-methoxyphenyl)butyl]phenoxymethyl}oxirane [prepared as described in step (a) above] in 10 ml of tetrahydrofuran was treated with 2 ml of 50% by volume aqueous dimethylamine and then worked up. The resulting crude product was purified by column chromatography through silica gel, using a 10:1 by volume mixture of methylene chloride and methanol as the eluent, to give 250 mg (yield 84%) of the title ... Reactants: COC1=C(C=CC=C1)CCCCC1=C(OCC2OC2)C=CC=C1 (2-{2-[4-(2-methoxyphenyl)butyl]phenoxymethyl}oxirane), CNC (dimethylamine). The solvent is O1CCCC1 (tetrahydrofuran). Reactants: COC(OC)C(CNC(=O)c1cc2cc(OC(F)(F)F)cc(N(C)S(=O)(=O)c3cccs3)c2[nH]1)SCc1ccccc1, CC(C)=O, O. Product: CN(c1cc(OC(F)(F)F)cc2cc(C(=O)NCC(C=O)SCc3ccccc3)[nH]c12)S(=O)(=O)c1cccs1. Reaction SMILES: [CH2:1]([c:2]1[cH:3][cH:4][cH:5][cH:6][cH:7]1)[S:8][CH:9]([CH2:10][NH:11][C:12](=[O:13])[c:14]1[nH:15][c:16]2[c:17]([N:28]([S:29](=[O:30])(=[O:31])[c:32]3[s:33][cH:34][cH:35][cH:36]3)[CH3:37])[cH:18][c:19]([O:23][C:24]([F:25])([F:26])[F:27])[cH:20][c:21]2[cH:22]1)[CH:38]([O:39][CH3:42])[O:40][CH3:41].[CH3:44][C:45](=[O:46])[CH3:47].[OH2:43]>>[CH2:1]([c:2]1[cH:3][cH:4][cH:5][cH:6][cH:7]1)[S:8][CH:9]([CH2:10][NH:11][C:12](=[O:13])[c:14]1[nH:15][c:16]2[c:17]([N:28]([S:29](=[O:30])(=[O:31])[c:32]3[s:33][cH:34][cH:35][cH:36]3)[CH3:37])[cH:18][c:19]([O:23][C:24]([F:25])([F:26])[F:27])[cH:20][c:21]2[cH:22]1)[CH:38]=[O:39]. Reaction SMILES: [NH2:1][C:2]1[C:11]([C:12]#[N:13])=[C:10](O)[C:9]2[C:4](=[CH:5][CH:6]=[CH:7][CH:8]=2)[N:3]=1.P(Cl)(Cl)([Cl:17])=O>[OH-].[Na+]>[NH2:1][C:2]1[C:11]([C:12]#[N:13])=[C:10]([Cl:17])[C:9]2[C:4](=[CH:5][CH:6]=[CH:7][CH:8]=2)[N:3]=1 |f:2.3|. Solvent: [OH-].[Na+] (sodium hydroxide). Run at temperature 110 celsius. Yields the product NC1=NC2=CC=CC=C2C(=C1C#N)Cl (2-Amino-3-cyano-4-chloroquinoline). Procedure details: The mixture of 10 g of 2-amino-3-cyano-4-hydroxyquinoline and 15 ml of phosphoryl chloride is heated under stirring at 110° C. The reaction mixture is cooled down, poured onto 100 ml of ice-water and neutralized with 60 ml of 10% sodium hydroxide solution. The resulting yellow precipitate is filtered off, washed with 50 ml of water. After drying 7.5 g of the title compound is obtained, mp.: 210° C. Reactants: NC1=NC2=CC=CC=C2C(=C1C#N)O (2-amino-3-cyano-4-hydroxyquinoline), P(=O)(Cl)(Cl)Cl (phosphoryl chloride), ice water. The reactants are CC(C)(C)C(=O)CBr, Cl, C1CCOC1, CCOC(=O)CC(C)=O. Yields the product CCOC(=O)C(CC(=O)C(C)(C)C)C(C)=O. RXN SMILES: [Br:10][CH2:11][C:12]([C:13]([CH3:14])([CH3:15])[CH3:16])=[O:17].[ClH:18].[O:19]1[CH2:20][CH2:21][CH2:22][CH2:23]1.[O:1]=[C:2]([CH2:3][C:4](=[O:5])[O:6][CH2:7][CH3:8])[CH3:9]>>[O:1]=[C:2]([CH:3]([C:4](=[O:5])[O:6][CH2:7][CH3:8])[CH2:11][C:12]([C:13]([CH3:14])([CH3:15])[CH3:16])=[O:17])[CH3:9].